This data is from the Open Reaction Database (ORD), a public repository of structured organic reaction records. The task is: describe an organic reaction: reactants, conditions, products, and yield Starting materials: C(\C=C\CCCCCCC)(=O)O ((E)-2-decenoic acid), Cl.Cl.CN(C1=CC=C(C=C1)N1CCNCC1)C (1-(4-dimethylaminophenyl)piperazine dihydrochloride). Yields the product C(\C=C\CCCCCCC)(=O)N1CCN(CC1)C1=CC=C(C=C1)N(C)C (1-((E)-2-Decenoyl)-4-(4-dimethylaminophenyl)piperazine). As a reaction SMILES: [C:1]([OH:12])(=O)/[CH:2]=[CH:3]/[CH2:4][CH2:5][CH2:6][CH2:7][CH2:8][CH2:9][CH3:10].Cl.Cl.[CH3:15][N:16]([CH3:29])[C:17]1[CH:22]=[CH:21][C:20]([N:23]2[CH2:28][CH2:27][NH:26][CH2:25][CH2:24]2)=[CH:19][CH:18]=1>>[C:1]([N:26]1[CH2:25][CH2:24][N:23]([C:20]2[CH:19]=[CH:18][C:17]([N:16]([CH3:29])[CH3:15])=[CH:22][CH:21]=2)[CH2:28][CH2:27]1)(=[O:12])/[CH:2]=[CH:3]/[CH2:4][CH2:5][CH2:6][CH2:7][CH2:8][CH2:9][CH3:10] |f:1.2.3|. Reported procedure: The same procedures as in Example 2 were carried out using (E)-2-decenoic acid and 1-(4-dimethylaminophenyl)piperazine dihydrochloride as starting raw materials, to produce an intended compound. Reactants: Solution, NC1=C(C2=C(N(C(N2)=O)C2=C(C=C(C=C2)I)F)C(=C1F)F)OC (5-amino-6,7-difluoro-1-(2-fluoro-4-iodo-phenyl)-4-methoxy-1,3-dihydro-benzoimidazol-2-one), C(C)(=O)OCC (ethyl acetate). The solvent is C(Cl)Cl (DCM), C(Cl)Cl (DCM), CCCCCC (hexane). Run at time 8 hour. Product: NC1=C(C2=C(N(C(N2)=O)C2=C(C=C(C=C2)I)F)C(=C1F)F)O (5-Amino-6,7-difluoro-1-(2-fluoro-4-iodo-phenyl)-4-hydroxy-1,3-dihydro-benzoimidazol-2-one). The yield is 85.3%. RXN SMILES: [NH2:1][C:2]1[C:19]([F:20])=[C:18]([F:21])[C:5]2[N:6]([C:10]3[CH:15]=[CH:14][C:13]([I:16])=[CH:12][C:11]=3[F:17])[C:7](=[O:9])[NH:8][C:4]=2[C:3]=1[O:22]C.C(OCC)(=O)C>C(Cl)Cl.CCCCCC>[NH2:1][C:2]1[C:19]([F:20])=[C:18]([F:21])[C:5]2[N:6]([C:10]3[CH:15]=[CH:14][C:13]([I:16])=[CH:12][C:11]=3[F:17])[C:7](=[O:9])[NH:8][C:4]=2[C:3]=1[OH:22]. Procedure: 1.0M Solution of borontribromide in DCM (6.4 mL, 6.4 mmol) was added to a solution of 5-amino-6,7-difluoro-1-(2-fluoro-4-iodo-phenyl)-4-methoxy-1,3-dihydro-benzoimidazol-2-one (I-11a: 1.4 g, 3.2 mmol) in DCM (50 mL) at 0° C. and the resulting mixture was stirred at room temperature overnight. The reaction was monitored by TLC (80% ethyl acetate in hexane). The reaction mixture was quenched with water and stirred for 1 hour. The aqueous layer was extracted with ethyl acetate (100 mL×2). The combi... Reactants: FC1=C2N(N=C1C=1C=NC=CC1)C=CN2C=2C=C(N)C=CC2C (3-[7-Fluoro-6-(pyridin-3-yl)-1H-imidazo[1,2-b]pyrazol-1-yl]-4-methylaniline), FS(C=1C=C(C(=O)O)C=CC1)(F)(F)(F)F (3-(pentafluoro-λ6-sulphanyl)benzoic acid). Yields the product FC1=C2N(N=C1C=1C=NC=CC1)C=CN2C=2C=C(C=CC2C)NC(C2=CC(=CC=C2)S(F)(F)(F)(F)F)=O (N-{3-[7-Fluoro-6-(pyridin-3-yl)-1H-imidazo[1,2-b]pyrazol-1-yl]-4-methylphenyl}-3-(pentafluoro-λ6-sulphanyl)benzamide). As a reaction SMILES: [F:1][C:2]1[C:6]([C:7]2[CH:8]=[N:9][CH:10]=[CH:11][CH:12]=2)=[N:5][N:4]2[CH:13]=[CH:14][N:15]([C:16]3[CH:17]=[C:18]([CH:20]=[CH:21][C:22]=3[CH3:23])[NH2:19])[C:3]=12.[F:24][S:25]([F:38])([F:37])([F:36])([F:35])[C:26]1[CH:27]=[C:28]([CH:32]=[CH:33][CH:34]=1)[C:29](O)=[O:30]>>[F:1][C:2]1[C:6]([C:7]2[CH:8]=[N:9][CH:10]=[CH:11][CH:12]=2)=[N:5][N:4]2[CH:13]=[CH:14][N:15]([C:16]3[CH:17]=[C:18]([NH:19][C:29](=[O:30])[C:28]4[CH:32]=[CH:33][CH:34]=[C:26]([S:25]([F:38])([F:24])([F:35])([F:36])[F:37])[CH:27]=4)[CH:20]=[CH:21][C:22]=3[CH3:23])[C:3]=12. Procedure: Analogously to the process described in Example 126, 60 mg (0.195 mmol) of the compound of Example 83A and 48 mg (0.195 mmol) of 3-(pentafluoro-λ6-sulphanyl)benzoic acid gave 35 mg (33% of theory) of the title compound. The product obtained from the preparative HPLC purification was dissolved in a little methanol and passed through a bicarbonate cartridge (from Polymerlabs, Stratospheres SPE, PL-HCO3 MP SPE, capacity 0.9 mmol). After concentration of the eluate, the residue was dried under high ... Reaction SMILES: [OH:1][CH:2]([CH2:28][O:29][C:30]1[CH:35]=[CH:34][C:33]([O:36]CC2C=CC=CC=2)=[CH:32][CH:31]=1)[CH2:3][NH:4][CH2:5][CH2:6][CH:7]1[CH2:12][CH2:11][CH:10]([P@:13]([CH2:20][O:21][C:22]2[CH:27]=[CH:26][CH:25]=[CH:24][CH:23]=2)(=[O:19])[O:14][CH2:15][CH2:16][CH2:17][CH3:18])[CH2:9][CH2:8]1>CO.[Pd]>[OH:1][CH:2]([CH2:28][O:29][C:30]1[CH:31]=[CH:32][C:33]([OH:36])=[CH:34][CH:35]=1)[CH2:3][NH:4][CH2:5][CH2:6][CH:7]1[CH2:12][CH2:11][CH:10]([P@:13]([CH2:20][O:21][C:22]2[CH:23]=[CH:24][CH:25]=[CH:26][CH:27]=2)(=[O:19])[O:14][CH2:15][CH2:16][CH2:17][CH3:18])[CH2:9][CH2:8]1. Conditions: time 24 hour. The reagents and catalysts are [Pd] (palladium on charcoal). The reactants are OC(CNCCC1CCC(CC1)[P@@](OCCCC)(=O)COC1=CC=CC=C1)COC1=CC=C(C=C1)OCC1=CC=CC=C1 ((S)-4-{2-[2-hydroxy-3-(4-benzyloxyphenoxy)propylamino]ethyl}phenoxymethylcyclohexylphosphinic acid, n-butyl ester). Yields the product OC(CNCCC1CCC(CC1)[P@@](OCCCC)(=O)COC1=CC=CC=C1)COC1=CC=C(C=C1)O ((S)-4-{2-[2-Hydroxy-3-(4-hydroxyphenoxy)propylamino]ethyl}phenoxymethylcyclohexylphosphinic acid, n-butyl ester). The solvent is CO (methanol). Procedure details: A solution of (S)-4-{2-[2-hydroxy-3-(4-benzyloxyphenoxy)propylamino]ethyl}phenoxymethylcyclohexylphosphinic acid, n-butyl ester (1.00 g, 1.64 mMol) in methanol (100 ml) containing 10% palladium on charcoal (50 mg) was hydrogenated at 40° C. and 40 p.s.i. for 24 hours. After cooling to room temperature the suspension was filtered through a pad of filter aid and the filtrate was evaporated giving the title compound. Starting materials: C(C)(C)C(C#N)(CCCNCCCOC1=C(C=CC=C1)[N+](=O)[O-])C1=CC(=C(C(=C1)OC)OC)OC (alpha-isopropyl-alpha-[3-[N-[3-(2-nitrophenoxy)propyl]amino]propyl]-3,4,5-trimethoxyphenylacetonitrile), C=O (formalin), C(=O)O (formic acid), C([O-])([O-])=O.[K+].[K+] (potassium carbonate). The solvent is O (water). Run at temperature 90 celsius, time 1 hour. Product: C(C)(C)C(C#N)(CCCN(C)CCCOC1=C(C=CC=C1)[N+](=O)[O-])C1=CC(=C(C(=C1)OC)OC)OC (Alpha-isopropyl-alpha-[3-[N-[3-(2-nitrophenoxy)propyl]-N-methylamino]propyl]-3,4,5-trimethoxyphenylacetonitrile). RXN SMILES: [CH:1]([C:4]([C:24]1[CH:29]=[C:28]([O:30][CH3:31])[C:27]([O:32][CH3:33])=[C:26]([O:34][CH3:35])[CH:25]=1)([CH2:7][CH2:8][CH2:9][NH:10][CH2:11][CH2:12][CH2:13][O:14][C:15]1[CH:20]=[CH:19][CH:18]=[CH:17][C:16]=1[N+:21]([O-:23])=[O:22])[C:5]#[N:6])([CH3:3])[CH3:2].C=O.[CH:38](O)=O.C(=O)([O-])[O-].[K+].[K+]>O>[CH:1]([C:4]([C:24]1[CH:29]=[C:28]([O:30][CH3:31])[C:27]([O:32][CH3:33])=[C:26]([O:34][CH3:35])[CH:25]=1)([CH2:7][CH2:8][CH2:9][N:10]([CH2:11][CH2:12][CH2:13][O:14][C:15]1[CH:20]=[CH:19][CH:18]=[CH:17][C:16]=1[N+:21]([O-:23])=[O:22])[CH3:38])[C:5]#[N:6])([CH3:3])[CH3:2] |f:3.4.5|. Reported procedure: A mixture of 2.58 g of alpha-isopropyl-alpha-[3-[N-[3-(2-nitrophenoxy)propyl]amino]propyl]-3,4,5-trimethoxyphenylacetonitrile, 4.35 ml of 37% of formalin, and 4.35 ml of 90% formic acid was stirred for 1 hour at 90° C. After cooling, to the mixture were added water and potassium carbonate to make it alkaline. The solution was extracted with chloroform and the extract was washed with water, dried, and evaporated. The residue was chromatographed on silica gel using 1% methanol-chloroform as an elu... Starting materials: O=C1CCCCCC1, CC(C)[N-]C(C)C, [Li+], C1CCOC1, O, N#Cc1ccc(Cc2nc[nH]n2)cc1. Product: N#Cc1ccc(C(c2nc[nH]n2)C2(O)CCCCCC2)cc1. RXN SMILES: [C:23]1(=[O:30])[CH2:24][CH2:25][CH2:26][CH2:27][CH2:28][CH2:29]1.[CH:15]([N-:16][CH:17]([CH3:18])[CH3:19])([CH3:20])[CH3:21].[Li+:22].[O:32]1[CH2:33][CH2:34][CH2:35][CH2:36]1.[OH2:31].[nH:1]1[n:2][c:3]([CH2:6][c:7]2[cH:8][cH:9][c:10]([C:11]#[N:12])[cH:13][cH:14]2)[n:4][cH:5]1>>[nH:1]1[n:2][c:3]([CH:6]([c:7]2[cH:8][cH:9][c:10]([C:11]#[N:12])[cH:13][cH:14]2)[C:23]2([OH:30])[CH2:24][CH2:25][CH2:26][CH2:27][CH2:28][CH2:29]2)[n:4][cH:5]1.